From a dataset of the Open Reaction Database (ORD), a public repository of structured organic reaction records. describe an organic reaction: reactants, conditions, products, and yield Starting materials: Cl (HCl), C(C)(C)(C)OC(=O)N1C=C(C2=CC=CC=C12)C[C@H](N1C(C(=CC=C1)C(=O)OC)=O)C(=O)OC(C)(C)C ((S)-3-[2-tert-Butoxycarbonyl-2-(3-methoxycarbonyl-2-oxo-2H-pyridin-1-yl)-ethyl]-indole-1-carboxylic acid tert-butyl ester), [OH-].[Li+] (lithium hydroxide). The solvent is O (water), O1CCOCC1 (dioxane), O (water). Reaction conditions: time 8 hour. Yields the product C(C)(C)(C)OC(=O)N1C=C(C2=CC=CC=C12)C[C@H](N1C(C(=CC=C1)C(=O)O)=O)C(=O)OC(C)(C)C ((S)-3-[2-tert-Butoxycarbonyl-2-(3-carboxy-2-oxo-2H-pyridin-1-yl)-ethyl]-indole-1-carboxylic acid tert-butyl ester). RXN SMILES: [C:1]([O:5][C:6]([N:8]1[C:16]2[C:11](=[CH:12][CH:13]=[CH:14][CH:15]=2)[C:10]([CH2:17][C@@H:18]([C:30]([O:32][C:33]([CH3:36])([CH3:35])[CH3:34])=[O:31])[N:19]2[CH:24]=[CH:23][CH:22]=[C:21]([C:25]([O:27]C)=[O:26])[C:20]2=[O:29])=[CH:9]1)=[O:7])([CH3:4])([CH3:3])[CH3:2].[OH-].[Li+].Cl>O1CCOCC1.O>[C:1]([O:5][C:6]([N:8]1[C:16]2[C:11](=[CH:12][CH:13]=[CH:14][CH:15]=2)[C:10]([CH2:17][C@@H:18]([C:30]([O:32][C:33]([CH3:36])([CH3:35])[CH3:34])=[O:31])[N:19]2[CH:24]=[CH:23][CH:22]=[C:21]([C:25]([OH:27])=[O:26])[C:20]2=[O:29])=[CH:9]1)=[O:7])([CH3:3])([CH3:4])[CH3:2] |f:1.2|. Procedure: To a solution of (S)-3-[2-tert-Butoxycarbonyl-2-(3-methoxycarbonyl-2-oxo-2H-pyridin-1-yl)-ethyl]-indole-1-carboxylic acid tert-butyl ester (2.3 g, 4.7 mmol) in dioxane (60 ml) was added a lithium hydroxide (115 mg, 4.7 mmol) in water (30 ml). The mixture was stirred overnight at room temperature. The mixture was diluted with water, acidified to pH-3 with 1M HCl and extracted with ethylacetate. The organic layer was washed with brine, dried (MgSO4), filtered and evaporated to afford the crude pro... Starting materials: C1=CC(=CC=C1C(=O)CBr)Br (p-α-dibromoacetophenone), C(C)OC(CC(N)=S)=O (2-thiocarbamoylacetic acid ethyl ester). The solvent is C(C)O (ethanol). Yields the product C(C)OC(CC=1SC=C(N1)C1=CC=C(C=C1)Br)=O (4-(4-Bromophenyl)-2-thiazolylacetic Acid Ethyl Ester). As a reaction SMILES: [CH:1]1[C:6]([C:7]([CH2:9]Br)=O)=[CH:5][CH:4]=[C:3]([Br:11])[CH:2]=1.[CH2:12]([O:14][C:15](=[O:20])[CH2:16][C:17](=[S:19])[NH2:18])[CH3:13]>C(O)C>[CH2:12]([O:14][C:15](=[O:20])[CH2:16][C:17]1[S:19][CH:9]=[C:7]([C:6]2[CH:5]=[CH:4][C:3]([Br:11])=[CH:2][CH:1]=2)[N:18]=1)[CH3:13]. Reported procedure: A mixture of p-α-dibromoacetophenone (13.9 g, 0.05 mole) and 2-thiocarbamoylacetic acid ethyl ester in ethanol (65 ml) was heated under reflux for 21/2 hours. On cooling, there was obtained the title compound (12.2 g) mp 189°-191° C. (dec). An analytical sample recrystallization from ethanol had mp 191°-193° C. The reactants are C(C1=CC=CC=C1)C=1OC2=C(C1)C=C(C=C2)CC (2-benzyl-5-ethylbenzofuran), COC1=CC=C(C=C1)S(=O)(=O)Cl (4-methoxybenzenesulfonyl chloride). Yields the product C(C1=CC=CC=C1)C=1OC2=C(C1S(=O)(=O)C1=CC=C(C=C1)O)C=C(C=C2)CC (2-benzyl-5-ethyl-3-(4-hydroxyphenylsulfonyl)benzofuran). RXN SMILES: [CH2:1]([C:8]1[O:9][C:10]2[CH:16]=[CH:15][C:14]([CH2:17][CH3:18])=[CH:13][C:11]=2[CH:12]=1)[C:2]1[CH:7]=[CH:6][CH:5]=[CH:4][CH:3]=1.C[O:20][C:21]1[CH:26]=[CH:25][C:24]([S:27](Cl)(=[O:29])=[O:28])=[CH:23][CH:22]=1>>[CH2:1]([C:8]1[O:9][C:10]2[CH:16]=[CH:15][C:14]([CH2:17][CH3:18])=[CH:13][C:11]=2[C:12]=1[S:27]([C:24]1[CH:25]=[CH:26][C:21]([OH:20])=[CH:22][CH:23]=1)(=[O:29])=[O:28])[C:2]1[CH:7]=[CH:6][CH:5]=[CH:4][CH:3]=1. Procedure: Acylation of 2-benzyl-5-ethylbenzofuran with 4-methoxybenzenesulfonyl chloride followed by demethylation of the product thus formed as previously described gives 2-benzyl-5-ethyl-3-(4-hydroxyphenylsulfonyl)benzofuran.